From a dataset of the Open Reaction Database (ORD), a public repository of structured organic reaction records. describe an organic reaction: reactants, conditions, products, and yield Starting materials: BrC(C(=O)C1=CC=C(C=C1)F)(C)C (2-bromo-1-(4-fluorophenyl)-2-methylpropan-1-one), FC1=CC=C(C=C1)C(C(C)C)=O (1-(4-fluorophenyl)-2-methylpropan-1-one), CC(C)(C1=CC=C(C=C1)OCC(COC(=O)C=C)O)C2=CC=C(C=C2)OCC(COC(=O)C=C)O (A-3002), C[O-].[Na+] (sodium methoxide). The solvent is CO (methanol), ClC1=CC=CC=C1 (chlorobenzene), CO (methanol). Yields the product FC1=CC=C(C=C1)C1(OC1(C)C)OC ((4-Fluorophenyl)-3,3-dimethyl-2-methoxyoxirane). RXN SMILES: Br[C:2]([CH3:13])([CH3:12])[C:3]([C:5]1[CH:10]=[CH:9][C:8]([F:11])=[CH:7][CH:6]=1)=[O:4].FC1C=CC([C:21](=[O:25])C(C)C)=CC=1.CC(C1C=CC(OCC(O)COC(C=C)=O)=CC=1)(C1C=CC(OCC(O)COC(C=C)=O)=CC=1)C.C[O-].[Na+]>CO.ClC1C=CC=CC=1>[F:11][C:8]1[CH:9]=[CH:10][C:5]([C:3]2([O:25][CH3:21])[C:2]([CH3:13])([CH3:12])[O:4]2)=[CH:6][CH:7]=1 |f:3.4|. Procedure: 100.32 g (0.41 mol) of 2-bromo-1-(4-fluorophenyl)-2-methylpropan-1-one, prepared by brominating 1-(4-fluorophenyl)-2-methylpropan-1-one (as is described in EP-A-3002), are dissolved in 80 ml of dry methanol and 24.3 g (0.45 mol) of sodium methoxide in a solvent mixture of 60 ml dry methanol and 120 ml of chlorobenzene are added dropwise at 20° C. The methanol is then distilled off and the chlorobenzene solution is concentrated. The liquid crude product (90.8 g) is further purified by distillatio... The reactants are C1CCOC1, N#Cc1ccc(Sc2cc(Cl)ccc2Cl)c([N+](=O)[O-])c1, O. The product is N#Cc1ccc(Sc2cc(Cl)ccc2Cl)c(N)c1. RXN SMILES: [CH2:21]1[O:22][CH2:23][CH2:24][CH2:25]1.[Cl:1][c:2]1[c:3]([S:9][c:10]2[c:11]([N+:18]([O-:19])=[O:20])[cH:12][c:13]([C:14]#[N:15])[cH:16][cH:17]2)[cH:4][c:5]([Cl:8])[cH:6][cH:7]1.[OH2:26]>>[Cl:1][c:2]1[c:3]([S:9][c:10]2[c:11]([NH2:18])[cH:12][c:13]([C:14]#[N:15])[cH:16][cH:17]2)[cH:4][c:5]([Cl:8])[cH:6][cH:7]1. Starting materials: N1(C=CC2=CC=CC=C12)C(=O)C=1C=C(C=CC1)NC1(NSC=C1C(NC(CO)C)=N)O (3-(3-(1H-indole-1-carbonyl)phenylamino]-3-hydroxy-N-(1-hydroxypropan-2-yl)isothiazole-4-carboximidamide), N1(CCC2=CC=CC=C12)C(=O)C1=CC=C(C=C1)NC1=C(C(=NS1)O)C#N (5-[4-(2,3-dihydro-indole-1-carbonyl)-phenylamino]-3-hydroxy-isothiazole-4-carbonitrile), NC(CO)C (2-amino-propan-1-ol). The solvent is CCO (EtOH). Conditions: temperature 80 celsius, time 16 hour. Yields the product N1CC(C2=CC=CC=C12)C(=O)C1=CC=C(C=C1)NC1=C(C(=NS1)O)C(=N)NC(CO)C (5-[4-(2,3-dihydro-indole-3-carbonyl)-phenylamino]-3-hydroxy-N-(2-hydroxy-1-methyl-ethyl)-isothiazole-4-carboxamidine). Reaction SMILES: [N:1]1(C(C2C=C(NC3(O)C(C(=N)NC(C)CO)=CSN3)C=CC=2)=O)[C:9]2[C:4](=[CH:5][CH:6]=[CH:7][CH:8]=2)[CH:3]=[CH:2]1.N1([C:41]([C:43]2[CH:48]=[CH:47][C:46]([NH:49][C:50]3[S:54][N:53]=[C:52]([OH:55])[C:51]=3[C:56]#[N:57])=[CH:45][CH:44]=2)=[O:42])C2C(=CC=CC=2)CC1.[NH2:58][CH:59]([CH3:62])[CH2:60][OH:61]>CCO>[NH:1]1[C:9]2[C:4](=[CH:5][CH:6]=[CH:7][CH:8]=2)[CH:3]([C:41]([C:43]2[CH:44]=[CH:45][C:46]([NH:49][C:50]3[S:54][N:53]=[C:52]([OH:55])[C:51]=3[C:56]([NH:58][CH:59]([CH3:62])[CH2:60][OH:61])=[NH:57])=[CH:47][CH:48]=2)=[O:42])[CH2:2]1. Procedure details: 5-[3-(3-(1H-indole-1-carbonyl)phenylamino]-3-hydroxy-N-(1-hydroxypropan-2-yl)isothiazole-4-carboximidamide 6: 5-[3-(3-(1H-indole-1-carbonyl)phenylamino]-3-hydroxyisothaizole-4-carbonitrile 5: (0.362 gm, 1 mmol) was taken into anhydrous EtOH (10 ml) and to this 2-amino-propan-1-ol (0.375 gm, 5 mmol) was added. The reaction mixture was stirred at 80° C. for 16 h., then concentrated to dryness and purified by column chromatography to provide 5-[4-(2,3-dihydro-indole-1-carbonyl)-phenylamino]-3-hydro... Reactants: C1CCOC1, CC(C)[Mg+], [Cl-], N#CC1=C(C#N)C(=O)C(Cl)=C(Cl)C1=O, O=[N+]([O-])c1ccc(CBr)cc1, O. The product is CC(C)c1cc(CBr)ccc1[N+](=O)[O-]. Reaction SMILES: [CH2:32]1[O:33][CH2:34][CH2:35][CH2:36]1.[CH:13]([CH3:14])([CH3:15])[Mg+:16].[Cl-:12].[Cl:17][C:18]1=[C:29]([Cl:30])[C:27](=[O:28])[C:24]([C:25]#[N:26])=[C:21]([C:22]#[N:23])[C:19]1=[O:20].[O-:1][N+:2](=[O:3])[c:4]1[cH:5][cH:6][c:7]([CH2:8][Br:9])[cH:10][cH:11]1.[OH2:31]>>[O-:1][N+:2](=[O:3])[c:4]1[c:5]([CH:13]([CH3:14])[CH3:15])[cH:6][c:7]([CH2:8][Br:9])[cH:10][cH:11]1. Starting materials: OC(C(=O)[O-])C1=C(C2=CC=C(C=C2C=C1C)C)O (2-hydroxy-2-(1-hydroxy-3,6-dimethylnaphthalen-2-yl)acetate), N1C=NC=C1 (imidazole), C(C)[Si](CC)(CC)Cl (triethylsilyl chloride). Solvent: C(Cl)Cl (DCM). Yields the product C(C)[Si](OC(C(=O)OCC)C1=C(C2=CC=C(C=C2C=C1C)C)O)(CC)CC (ethyl 2-triethylsilyloxy-2-(1-hydroxy-3,6-dimethylnaphthalen-2-yl)acetate). RXN SMILES: [OH:1][CH:2]([C:6]1[C:15]([CH3:16])=[CH:14][C:13]2[C:8](=[CH:9][CH:10]=[C:11]([CH3:17])[CH:12]=2)[C:7]=1[OH:18])[C:3]([O-:5])=[O:4].N1[CH:23]=[CH:22]N=C1.[CH2:24]([Si:26](Cl)([CH2:29][CH3:30])[CH2:27][CH3:28])[CH3:25]>C(Cl)Cl>[CH2:24]([Si:26]([CH2:29][CH3:30])([CH2:27][CH3:28])[O:1][CH:2]([C:6]1[C:15]([CH3:16])=[CH:14][C:13]2[C:8](=[CH:9][CH:10]=[C:11]([CH3:17])[CH:12]=2)[C:7]=1[OH:18])[C:3]([O:5][CH2:22][CH3:23])=[O:4])[CH3:25]. Procedure: A solution of 2-hydroxy-2-(1-hydroxy-3,6-dimethylnaphthalen-2-yl)acetate (4.55 g, 16.6 mmol) in DCM (165 mL) at 0° C. was subsequently treated with imidazole (1.53 g, 22.4 mmol) and triethylsilyl chloride (3.2 mL, 19.1 mmol). The cooling bath was removed and the reaction allowed to warm to room temperature over 1.5 hours. Water was added, and the resulting aqueous layer was extracted with DCM. The combined organics were washed with 1M HCl and brine. Following drying over anhydrous MgSO4, concent... Reactants: Cc1nc(-c2ccccc2)nc(-c2cccc([N+](=O)[O-])c2)c1CNC(=S)NC(=O)c1ccccc1, CO, [Na+], [OH-], O. The product is Cc1nc(-c2ccccc2)nc(-c2cccc([N+](=O)[O-])c2)c1CNC(N)=S. Reaction SMILES: [C:1](=[O:2])([c:3]1[cH:4][cH:5][cH:6][cH:7][cH:8]1)[NH:9][C:10]([NH:11][CH2:12][c:13]1[c:14](-[c:26]2[cH:27][c:28]([N+:32](=[O:33])[O-:34])[cH:29][cH:30][cH:31]2)[n:15][c:16](-[c:20]2[cH:21][cH:22][cH:23][cH:24][cH:25]2)[n:17][c:18]1[CH3:19])=[S:35].[CH3:38][OH:39].[Na+:37].[OH-:36].[OH2:40]>>[NH2:9][C:10]([NH:11][CH2:12][c:13]1[c:14](-[c:26]2[cH:27][c:28]([N+:32](=[O:33])[O-:34])[cH:29][cH:30][cH:31]2)[n:15][c:16](-[c:20]2[cH:21][cH:22][cH:23][cH:24][cH:25]2)[n:17][c:18]1[CH3:19])=[S:35]. Reactants: [BH4-], CCOC(=O)Cc1cccc(Oc2ccc(C(F)(F)F)cc2C=O)c1, CO, [Na+]. Yields the product CCOC(=O)Cc1cccc(Oc2ccc(C(F)(F)F)cc2CO)c1. RXN SMILES: [BH4-:26].[CH2:1]([CH3:2])[O:3][C:4]([CH2:5][c:6]1[cH:7][c:8]([O:12][c:13]2[c:14]([CH:23]=[O:24])[cH:15][c:16]([C:19]([F:20])([F:21])[F:22])[cH:17][cH:18]2)[cH:9][cH:10][cH:11]1)=[O:25].[CH3:28][OH:29].[Na+:27]>>[CH2:1]([CH3:2])[O:3][C:4]([CH2:5][c:6]1[cH:7][c:8]([O:12][c:13]2[c:14]([CH2:23][OH:24])[cH:15][c:16]([C:19]([F:20])([F:21])[F:22])[cH:17][cH:18]2)[cH:9][cH:10][cH:11]1)=[O:25]. Starting materials: [Si](C)(C)(C(C)(C)C)OC1=CC=C(CNC2=CC=C(C#N)C=C2)C=C1 (4-[N-(4-tert-butyldimethylsilyloxybenzyl)amino]benzonitrile), S1C=C(C=C1)C(=O)Cl (3-thiophenecarbonyl chloride), Cl (hydrochloric acid). Conditions: time 19 hour. The product is [Si](C)(C)(C(C)(C)C)OC1=CC=C(CN(C(=O)C2=CSC=C2)C2=CC=C(C=C2)C#N)C=C1 (N-(4-tert-butyl-dimethylsilyloxybenzyl)-N-(4-cyanophenyl)-3thiophenecarboxamide). Isolated yield 71.0%. As a reaction SMILES: [Si:1]([O:8][C:9]1[CH:24]=[CH:23][C:12]([CH2:13][NH:14][C:15]2[CH:22]=[CH:21][C:18]([C:19]#[N:20])=[CH:17][CH:16]=2)=[CH:11][CH:10]=1)([C:4]([CH3:7])([CH3:6])[CH3:5])([CH3:3])[CH3:2].[S:25]1[CH:29]=[CH:28][C:27]([C:30](Cl)=[O:31])=[CH:26]1.Cl>>[Si:1]([O:8][C:9]1[CH:24]=[CH:23][C:12]([CH2:13][N:14]([C:15]2[CH:16]=[CH:17][C:18]([C:19]#[N:20])=[CH:21][CH:22]=2)[C:30]([C:27]2[CH:28]=[CH:29][S:25][CH:26]=2)=[O:31])=[CH:11][CH:10]=1)([C:4]([CH3:7])([CH3:6])[CH3:5])([CH3:3])[CH3:2]. Procedure: The procedure of Preparation Example 8 was repeated, except that 203 mg of 4-[N-(4-tert-butyldimethylsilyloxybenzyl)amino]benzonitrile was used in place of 4-[N-(4-benzyloxybenzyl)amino]phenol and 110 mg of 3-thiophenecarbonyl chloride was used in place of methanesulfonyl chloride. The resulting mixture was stirred at room temperature for 19 hours. After the reaction mixture was poured into dilute hydrochloric acid, the product was extracted with ethyl acetate. After the extract was successively...